Dataset: the Open Reaction Database (ORD), a public repository of structured organic reaction records. Task: describe an organic reaction: reactants, conditions, products, and yield Reactants: CC(=O)O, CC(=O)CC(C)C, O=c1[nH]c2ccccc2c(=O)n1CCCl, OC(c1ccc(F)cc1)C1CCNCC1, [Na+], [Na+], O=C([O-])[O-]. The product is CC(=O)O, O=c1[nH]c2ccccc2c(=O)n1CCN1CCC(C(O)c2ccc(F)cc2)CC1. RXN SMILES: [C:16]([CH3:17])(=[O:18])[OH:19].[CH3:41][CH:42]([CH3:43])[CH2:44][C:45](=[O:46])[CH3:47].[Cl:1][CH2:2][CH2:3][n:4]1[c:5](=[O:15])[nH:6][c:7]2[cH:8][cH:9][cH:10][cH:11][c:12]2[c:13]1=[O:14].[F:20][c:21]1[cH:22][cH:23][c:24]([CH:27]([OH:28])[CH:29]2[CH2:30][CH2:31][NH:32][CH2:33][CH2:34]2)[cH:25][cH:26]1.[Na+:35].[Na+:36].[O-:37][C:38](=[O:39])[O-:40]>>[C:16]([CH3:17])(=[O:18])[OH:19].[CH2:2]([CH2:3][n:4]1[c:5](=[O:15])[nH:6][c:7]2[cH:8][cH:9][cH:10][cH:11][c:12]2[c:13]1=[O:14])[N:32]1[CH2:31][CH2:30][CH:29]([CH:27]([c:24]2[cH:23][cH:22][c:21]([F:20])[cH:26][cH:25]2)[OH:28])[CH2:34][CH2:33]1. Reactants: COC(N=C(C(=NC1=CC=C(C=C1)C#N)C1=C(C(=CC(=C1)OC)OCCCO[Si](C)(C)C(C)(C)C)F)SC)=O ((2-{3-[3-(t-butyldimethylsilanyloxy)propoxy]-2-fluoro-5-methoxyphenyl}-2-(4-cyanophenylimino)-1-methylsulfanylethylidene)carbamic acid methyl ester), Cl.Cl.C(C)OC(=O)C=1C(=NNC1)NN (3-hydrazino-1H-pyrazole-4-carboxylic acid ethyl ester bishydrochloride), Cl.Cl.C(C1=CC=CC=C1)OC(=O)C=1C=NNC1NN (5-hydrazino-1H-pyrazole-4-carboxylic acid benzyl ester bishydrochloride), COC(N=C(C(=NC1=CC=C(C=C1)C1=NOC(=N1)C)C1=C(C(=CC(=C1)OC)OCCCO[Si](C)(C)C(C)(C)C)F)SC)=O ((2-{3-[3-(t-butyldimethylsilanyloxy)propoxy]-2-fluoro-5-methoxyphenyl}-2-[4-(5-methyl-[1,2,4]oxadiazol-3-yl)phenylimino]-1-methylsulfanylethylidene)carbamic acid methyl ester). The product is C(C1=CC=CC=C1)OC(=O)C=1C=NNC1N1N=C(NC1=O)C(NC1=CC=C(C=C1)C#N)C1=C(C(=CC(=C1)OC)OCCCO[Si](C)(C)C(C)(C)C)F (5-{3-[{3-[3-(t-Butyldimethylsilanyloxy)propoxy]-2-fluoro-5-methoxyphenyl}-(4-cyanophenylamino)methyl]-5-oxo-4,5-dihydro-[1,2,4]triazol-1-yl}-1H-pyrazole-4-carboxylic acid benzyl ester). RXN SMILES: C[O:2][C:3](=O)[N:4]=[C:5](SC)[C:6]([C:16]1[CH:21]=[C:20]([O:22][CH3:23])[CH:19]=[C:18]([O:24][CH2:25][CH2:26][CH2:27][O:28][Si:29]([C:32]([CH3:35])([CH3:34])[CH3:33])([CH3:31])[CH3:30])[C:17]=1[F:36])=[N:7][C:8]1[CH:13]=[CH:12][C:11]([C:14]#[N:15])=[CH:10][CH:9]=1.Cl.Cl.[CH2:42]([O:49][C:50]([C:52]1[CH:53]=[N:54][NH:55][C:56]=1[NH:57][NH2:58])=[O:51])[C:43]1[CH:48]=[CH:47][CH:46]=[CH:45][CH:44]=1.COC(=O)N=C(SC)C(C1C=C(OC)C=C(OCCCO[Si](C(C)(C)C)(C)C)C=1F)=NC1C=CC(C2N=C(C)ON=2)=CC=1.Cl.Cl.C(OC(C1C(NN)=NNC=1)=O)C>>[CH2:42]([O:49][C:50]([C:52]1[CH:53]=[N:54][NH:55][C:56]=1[N:57]1[C:3](=[O:2])[NH:4][C:5]([CH:6]([C:16]2[CH:21]=[C:20]([O:22][CH3:23])[CH:19]=[C:18]([O:24][CH2:25][CH2:26][CH2:27][O:28][Si:29]([C:32]([CH3:34])([CH3:33])[CH3:35])([CH3:31])[CH3:30])[C:17]=2[F:36])[NH:7][C:8]2[CH:9]=[CH:10][C:11]([C:14]#[N:15])=[CH:12][CH:13]=2)=[N:58]1)=[O:51])[C:43]1[CH:48]=[CH:47][CH:46]=[CH:45][CH:44]=1 |f:1.2.3,5.6.7|. Procedure details: The same procedure was carried out as in Example (177b), except that (2-{3-[3-(t-butyldimethylsilanyloxy)propoxy]-2-fluoro-5-methoxyphenyl}-2-(4-cyanophenylimino)-1-methylsulfanylethylidene)carbamic acid methyl ester (Example (163c)) and 5-hydrazino-1H-pyrazole-4-carboxylic acid benzyl ester bishydrochloride were used instead of respectively (2-{3-[3-(t-butyldimethylsilanyloxy)propoxy]-2-fluoro-5-methoxyphenyl}-2-[4-(5-methyl-[1,2,4]oxadiazol-3-yl)phenylimino]-1-methylsulfanylethylidene)carbamic...